Dataset: the Open Reaction Database (ORD), a public repository of structured organic reaction records. Task: describe an organic reaction: reactants, conditions, products, and yield Starting materials: N(C1=CC=CC=C1)C1=NC=C2C(=N1)N(C(N(C2)C2=C(C=CC=C2C)Cl)=O)C2=CC(=CC=C2)CCN2C(C=1C(C2=O)=CC=CC1)=O (7-anilino-3-(2-chloro-6-methylphenyl)-3,4-dihydro-1-[3-(2-phthalimidoethyl)phenyl]pyrimido[4,5-d]pyrimidin-2(1H)-one), O.NN (hydrazine hydrate). Run in C(C)O (ethanol). The product is NCCC=1C=C(C=CC1)N1C(N(CC=2C1=NC(=NC2)NC2=CC=CC=C2)C2=C(C=CC=C2C)Cl)=O (1-[3-(2-aminoethyl)phenyl]-7-anilino-3-(2-chloro-6-methylphenyl)-3,4-dihydropyrimido[4,5-d]pyrimidin-2(1H)-one). Isolated yield 15.5%. RXN SMILES: [NH:1]([C:8]1[N:13]=[C:12]2[N:14]([C:27]3[CH:32]=[CH:31][CH:30]=[C:29]([CH2:33][CH2:34][N:35]4C(=O)C5=CC=CC=C5C4=O)[CH:28]=3)[C:15](=[O:26])[N:16]([C:18]3[C:23]([CH3:24])=[CH:22][CH:21]=[CH:20][C:19]=3[Cl:25])[CH2:17][C:11]2=[CH:10][N:9]=1)[C:2]1[CH:7]=[CH:6][CH:5]=[CH:4][CH:3]=1.O.NN>C(O)C>[NH2:35][CH2:34][CH2:33][C:29]1[CH:28]=[C:27]([N:14]2[C:12]3=[N:13][C:8]([NH:1][C:2]4[CH:7]=[CH:6][CH:5]=[CH:4][CH:3]=4)=[N:9][CH:10]=[C:11]3[CH2:17][N:16]([C:18]3[C:23]([CH3:24])=[CH:22][CH:21]=[CH:20][C:19]=3[Cl:25])[C:15]2=[O:26])[CH:32]=[CH:31][CH:30]=1 |f:1.2|. Procedure details: A solution of 250 mg (0.4 mmol) of 7-anilino-3-(2-chloro-6-methylphenyl)-3,4-dihydro-1-[3-(2-phthalimidoethyl)phenyl]pyrimido[4,5-d]pyrimidin-2(1H)-one in 10 ml of ethanol was treated with 0.5 ml of hydrazine hydrate. After 18 hours the mixture was evaporated and the product purified by column chromatography on silica gel using dichloromethane/methanol/acetic acid/water (240:24:3:2) for the elution. Product-containing fractions were combined, evaporated and the residue evaporated with toluene. T... The reactants are COP(=O)(OC)CC(=O)OCC (ethyl dimethylphosphonoacetate), [H-].[Na+] (NaH), COC1=C(C(=C2C(OCC2=C1C)=O)OCOCCOC)C/C=C(/CBr)\C ((E)-4-(1,3-dihydro-6-methoxy-4-methoxyethoxymethoxy7-methyl -3-oxoisobenzofuran-5-yl)-2-methylbut-2-enyl bromide). Run in CN(C)C=O (DMF). Run at time 10 minute. Product: COCCOCOC1=C2C(OCC2=C(C(=C1C/C=C(/CC(C(=O)OCC)P(=O)(OC)OC)\C)OC)C)=O (ethyl (E)-6-(4-methoxyethoxymethoxy -1,3-dihydro-6-methoxy-7-methyl-3-oxoisobenzofuran-5-yl)-2-(dimethylphosphono) -4-methyl-4-hexenoate). RXN SMILES: [CH3:1][O:2][P:3]([CH2:7][C:8]([O:10][CH2:11][CH3:12])=[O:9])([O:5][CH3:6])=[O:4].[H-].[Na+].[CH3:15][O:16][C:17]1[C:25]([CH3:26])=[C:24]2[C:20]([C:21](=[O:27])[O:22][CH2:23]2)=[C:19]([O:28][CH2:29][O:30][CH2:31][CH2:32][O:33][CH3:34])[C:18]=1[CH2:35]/[CH:36]=[C:37](\[CH3:40])/[CH2:38]Br>CN(C=O)C>[CH3:34][O:33][CH2:32][CH2:31][O:30][CH2:29][O:28][C:19]1[C:18]([CH2:35]/[CH:36]=[C:37](\[CH3:40])/[CH2:38][CH:7]([P:3]([O:5][CH3:6])([O:2][CH3:1])=[O:4])[C:8]([O:10][CH2:11][CH3:12])=[O:9])=[C:17]([O:16][CH3:15])[C:25]([CH3:26])=[C:24]2[C:20]=1[C:21](=[O:27])[O:22][CH2:23]2 |f:1.2|. Procedure: To a solution of ethyl dimethylphosphonoacetate (135 mg) in DMF (5 ml) at 0° was added 50% NaH/oil (33 mg), and the mixture stirred for 10 minutes. (E)-4-(1,3-dihydro-6-methoxy-4-methoxyethoxymethoxy7-methyl -3-oxoisobenzofuran-5-yl)-2-methylbut-2-enyl bromide (600 mg) was added at the same temperature and allowed to reach room temperature in 30 minutes. The reaction was poured onto water and extracted with EtOAc. The organic layers were washed with water, dried over sodium sulfate, and evaporat... Reactants: CC1=C(C=CC=C1)NC(C1=CC(=C(C=C1OCC1=CC=CC=C1)OCC1=CC=CC=C1)Br)=NN (N-(2-methylphenyl)-3-bromo-4,6-dibenzyloxybenzamide hydrazone), C(=O)(N1C=NC=C1)N1C=NC=C1 (1,1′-carbonyldiimidazole). The solvent is C1CCOC1 (THF), C1CCOC1 (THF). Run at time 30 minute. Product: C(C1=CC=CC=C1)OC1=C(C=C(C(=C1)OCC1=CC=CC=C1)Br)C=1N(C(=NN1)O)C1=C(C=CC=C1)C (5-(2,4-dibenzyloxy-5-bromophenyl)-4-(2-methylphenyl)-3-hydroxy-4H-1,2,4-triazole). The yield is 79.9%. As a reaction SMILES: [CH3:1][C:2]1[CH:7]=[CH:6][CH:5]=[CH:4][C:3]=1[NH:8][C:9](=[N:33][NH2:34])[C:10]1[C:15]([O:16][CH2:17][C:18]2[CH:23]=[CH:22][CH:21]=[CH:20][CH:19]=2)=[CH:14][C:13]([O:24][CH2:25][C:26]2[CH:31]=[CH:30][CH:29]=[CH:28][CH:27]=2)=[C:12]([Br:32])[CH:11]=1.[C:35](N1C=CN=C1)(N1C=CN=C1)=[O:36]>C1COCC1>[CH2:17]([O:16][C:15]1[CH:14]=[C:13]([O:24][CH2:25][C:26]2[CH:27]=[CH:28][CH:29]=[CH:30][CH:31]=2)[C:12]([Br:32])=[CH:11][C:10]=1[C:9]1[N:8]([C:3]2[CH:4]=[CH:5][CH:6]=[CH:7][C:2]=2[CH3:1])[C:35]([OH:36])=[N:34][N:33]=1)[C:18]1[CH:23]=[CH:22][CH:21]=[CH:20][CH:19]=1. Reported procedure: 1.7 A solution of 30.98 g of N-(2-methylphenyl)-3-bromo-4,6-dibenzyloxybenzamide hydrazone in 200 ml of THF is slowly added at 45-50° to a solution of 11.67 g of 1,1′-carbonyldiimidazole in 1 l of THF. The mixture is stirred at room temperature for 30 minutes, the solvent is removed, and the residue is subjected to conventional work-up, giving 26 g of 5-(2,4-dibenzyloxy-5-bromophenyl)-4-(2-methylphenyl)-3-hydroxy-4H-1,2,4-triazole, Rf 2.25. Starting materials: CC1(OC2=C(CO1)C=C(C=C2)C=CC2=CC(=CC=C2)CCCCC(C)(OC2OCCCC2)C)C (2,2-dimethyl-6-(2-{3-[5-methyl-5-(tetrahydropyran-2-yloxy)hexyl]phenyl}vinyl)-4H-benzo[1.3]dioxin). Run in O (water), C(C)(=O)O (acetic acid), C1CCOC1 (THF). Yields the product OCC1=C(C=CC(=C1)C=CC1=CC(=CC=C1)CCCCC(C)(C)O)O (2-Hydroxymethyl-4-{2-[3-(5-hydroxy-5-methylhexyl)phenyl]vinyl}phenol). Reaction SMILES: CC1(C)[O:7][CH2:6][C:5]2[CH:8]=[C:9]([CH:12]=[CH:13][C:14]3[CH:19]=[CH:18][CH:17]=[C:16]([CH2:20][CH2:21][CH2:22][CH2:23][C:24]([CH3:33])([O:26]C4CCCCO4)[CH3:25])[CH:15]=3)[CH:10]=[CH:11][C:4]=2[O:3]1>C(O)(=O)C.C1COCC1.O>[OH:7][CH2:6][C:5]1[CH:8]=[C:9]([CH:12]=[CH:13][C:14]2[CH:19]=[CH:18][CH:17]=[C:16]([CH2:20][CH2:21][CH2:22][CH2:23][C:24]([OH:26])([CH3:25])[CH3:33])[CH:15]=2)[CH:10]=[CH:11][C:4]=1[OH:3]. Procedure details: In a manner similar to Example 8(k), by reacting 313 mg (0.67 mmol) of 2,2-dimethyl-6-(2-{3-[5-methyl-5-(tetrahydropyran-2-yloxy)hexyl]phenyl}vinyl)-4H-benzo[1.3]dioxin in 10 ml of acetic acid, 5 ml of THF and 2.5 ml of water, and after purification on a silica column (ethyl acetate 40-heptane 60), white crystals (m=91 mg; Y=40%) are obtained. m.p.=130-1° C. Reactants: C=CC=CC (1,3-pentadiene), CC(/C=C/C(=O)O)C (trans-4-methyl-2-pentenoic acid), C=CC=CC (1,3-pentadiene), CC(C=CC(=O)O)C (4-methyl-2-pentenoic acid), CC(C=CC(=O)O)C (4-methyl-2-pentenoic acid), S(O)(O)(=O)=O (sulphuric acid). The solvent is CCOCC (ether). Run at temperature 200 celsius. The product is C(C)(C)C1CC=CC(C1C(=O)O)C (6-isopropyl-2-methyl-3-cyclohexene-1-carboxylic acid). The yield is 65.7%. RXN SMILES: [CH3:1][CH:2]([CH3:8])/[CH:3]=[CH:4]/[C:5]([OH:7])=[O:6].[CH2:9]=[CH:10][CH:11]=[CH:12][CH3:13].CC(C)C=CC(O)=O.S(=O)(=O)(O)O>CCOCC>[CH:2]([CH:3]1[CH:4]([C:5]([OH:7])=[O:6])[CH:12]([CH3:13])[CH:11]=[CH:10][CH2:9]1)([CH3:8])[CH3:1]. Procedure details: A mixture of 70 g (0.61 mol) of trans-4-methyl-2-pentenoic acid and 49 g (0.72 mol) of 1,3-pentadiene was heated for 12 hours at approx. 200° C. in an autoclave. After the reaction mixture had cooled, it was checked by means of GLC for the presence of 4-methyl-2-pentenoic acid. A further 25 g (0.36 mol) of 1,3-pentadiene were added, after which the mixture was again heated for 12 hours at 200° C. This procedure was repeated until no further decrease in the content of 4-methyl-2-pentenoic acid wa... As a reaction SMILES: [CH3:25][C:26]([CH3:27])=[O:28].[CH3:42][c:43]1[cH:44][cH:45][cH:46][cH:47][cH:48]1.[Cl:1][c:2]1[c:3]([NH:9][CH2:10][CH2:11][O:12][c:13]2[c:14]([CH3:24])[cH:15][c:16]([CH2:19][CH:20]([CH2:21][OH:22])[OH:23])[cH:17][cH:18]2)[n:4][cH:5][n:6][c:7]1[CH3:8].[Na+:41].[OH-:40].[c:29]1([CH3:30])[cH:31][cH:32][c:33]([S:34]([OH:35])(=[O:36])=[O:37])[cH:38][cH:39]1>>[Cl:1][c:2]1[c:3]([NH:9][CH2:10][CH2:11][O:12][c:13]2[c:14]([CH3:24])[cH:15][c:16]([CH2:19][CH:20]3[CH2:21][O:22][C:26]([CH3:25])([CH3:27])[O:23]3)[cH:17][cH:18]2)[n:4][cH:5][n:6][c:7]1[CH3:8]. The reactants are CC(C)=O, Cc1ccccc1, Cc1cc(CC(O)CO)ccc1OCCNc1ncnc(C)c1Cl, [Na+], [OH-], Cc1ccc(S(=O)(=O)O)cc1. Product: Cc1cc(CC2COC(C)(C)O2)ccc1OCCNc1ncnc(C)c1Cl.